This data is from the Open Reaction Database (ORD), a public repository of structured organic reaction records. The task is: describe an organic reaction: reactants, conditions, products, and yield Reaction SMILES: [CH3:31][O:32][CH2:33][CH2:34][O:35][CH3:36].[ClH:30].[Li+:29].[N+:1](=[O:2])([O-:3])[CH:4]([CH2:5][CH2:6][C:7](=[O:8])[O:9][CH3:10])[CH2:11][CH2:12][CH2:13][CH2:14][CH2:15][CH2:16][CH2:17][CH2:18][CH2:19][CH2:20][CH2:21][CH2:22][CH2:23][CH2:24][CH2:25][CH2:26][CH3:27].[OH-:28]>>[N+:1](=[O:2])([O-:3])[CH:4]([CH2:5][CH2:6][C:7](=[O:8])[OH:9])[CH2:11][CH2:12][CH2:13][CH2:14][CH2:15][CH2:16][CH2:17][CH2:18][CH2:19][CH2:20][CH2:21][CH2:22][CH2:23][CH2:24][CH2:25][CH2:26][CH3:27]. The reactants are COCCOC, Cl, [Li+], CCCCCCCCCCCCCCCCCC(CCC(=O)OC)[N+](=O)[O-], [OH-]. The product is CCCCCCCCCCCCCCCCCC(CCC(=O)O)[N+](=O)[O-]. The reactants are CCc1c(OC)cc(C=O)cc1OC, C[N+](C)(C)Cc1ccccc1, ClCCl, CSCS(C)=O, CO, C1CCOC1, [OH-]. Yields the product CCc1c(OC)cc(C=C(SC)S(C)=O)cc1OC. Reaction SMILES: [CH2:13]([CH3:14])[c:15]1[c:16]([O:25][CH3:26])[cH:17][c:18]([CH:19]=[O:20])[cH:21][c:22]1[O:23][CH3:24].[CH2:2]([N+:3]([CH3:4])([CH3:5])[CH3:6])[c:7]1[cH:8][cH:9][cH:10][cH:11][cH:12]1.[CH2:33]([Cl:34])[Cl:35].[CH3:27][S:28][CH2:29][S:30](=[O:31])[CH3:32].[CH3:36][OH:37].[O:38]1[CH2:39][CH2:40][CH2:41][CH2:42]1.[OH-:1]>>[CH2:13]([CH3:14])[c:15]1[c:16]([O:25][CH3:26])[cH:17][c:18]([CH:19]=[C:29]([S:28][CH3:27])[S:30](=[O:31])[CH3:32])[cH:21][c:22]1[O:23][CH3:24]. The reactants are [O-]CC.[Na+].C(C)O (sodium ethoxide ethanol), Cl[C@@H](C(=O)OCC)[C@@H](CCC)O (Ethyl (2R,3R)-2-chloro-3-hydroxyhexanoate), [OH-].[K+] (Potassium hydroxide). The solvent is C(C)O (ethanol). Reaction conditions: temperature 5 celsius, time 1 hour. Product: C(CC)[C@@H]1[C@H](O1)C(=O)O ((2S,3R)-3-propyl-2-oxiranecarboxylic acid). Yield: 81.4%. RXN SMILES: Cl[C@H:2]([C@H:8]([OH:12])[CH2:9][CH2:10][CH3:11])[C:3]([O:5]CC)=[O:4].[O-]CC.[Na+].C(O)C.[OH-].[K+]>C(O)C>[CH2:9]([C@H:8]1[O:12][C@@H:2]1[C:3]([OH:5])=[O:4])[CH2:10][CH3:11] |f:1.2.3,4.5|. Reported procedure: Ethyl (2R,3R)-2-chloro-3-hydroxyhexanoate (5.0 g, 22 mmol) and ethanol (15 ml) were mixed, and the mixture was cooled to 5° C. To the mixture, 20% sodium ethoxide/ethanol solution (8.3 g, 24 mmol) was gradually added. The mixture was stirred at room temperature for 1 hour. The precipitated inorganic salt was separated by filtration. Potassium hydroxide (1.24 g, 24 mmol) was added to the filtrate, and the mixture was stirred at room temperature for 14 hours. The solvent was evaporated away under ... Starting materials: ClCCl, CCOC(=O)N=NC(=O)OCC, COc1cc2c(=O)n(COC(=O)C(C)(C)C)cnc2cc1O, c1ccc(P(c2ccccc2)c2ccccc2)cc1, OCCn1ccnn1. Product: COc1cc2c(=O)n(COC(=O)C(C)(C)C)cnc2cc1OCCn1ccnn1. Reaction SMILES: [CH2:62]([Cl:63])[Cl:64].[O:50]=[C:51]([O:52][CH2:53][CH3:54])[N:55]=[N:56][C:57]([O:58][CH2:59][CH3:60])=[O:61].[OH:28][c:29]1[c:30]([O:48][CH3:49])[cH:31][c:32]2[c:33](=[O:47])[n:34]([CH2:39][O:40][C:41]([C:42]([CH3:43])([CH3:44])[CH3:45])=[O:46])[cH:35][n:36][c:37]2[cH:38]1.[c:1]1([P:2]([c:3]2[cH:4][cH:5][cH:6][cH:7][cH:8]2)[c:9]2[cH:10][cH:11][cH:12][cH:13][cH:14]2)[cH:15][cH:16][cH:17][cH:18][cH:19]1.[n:20]1([CH2:25][CH2:26][OH:27])[n:21][n:22][cH:23][cH:24]1>>[n:20]1([CH2:25][CH2:26][O:27][c:29]2[c:30]([O:48][CH3:49])[cH:31][c:32]3[c:33](=[O:47])[n:34]([CH2:39][O:40][C:41]([C:42]([CH3:43])([CH3:44])[CH3:45])=[O:46])[cH:35][n:36][c:37]3[cH:38]2)[n:21][n:22][cH:23][cH:24]1. Reactants: O=C(O)Cc1ccc2c(c1)OCO2, CCCNC. The reagents and catalysts are CN(C)C(=[N+](C)C)F.F[P-](F)(F)(F)(F)F (TFFH), CCN(C(C)C)C(C)C (DIPEA). Solvent: CN(C)C=O (DMF), CN(C)C=O (DMF), CN(C)C=O (DMF), CN(C)C=O (DMF), CN(C)C=O (DMF), CN(C)C=O (DMF). Reaction conditions: temperature 25 celsius, time 2 hour. Yields the product CCCN(C)C(=O)Cc1ccc2c(c1)OCO2. Yield: 1.5%. As a reaction SMILES: CCCNC.O=C(O)Cc1ccc2c(c1)OCO2.CN(C)C(=[N+](C)C)F.F[P-](F)(F)(F)(F)F.CCN(C(C)C)C(C)C.CN(C)C=O>>CCCN(C)C(=O)Cc1ccc2c(c1)OCO2.